Dataset: the Open Reaction Database (ORD), a public repository of structured organic reaction records. Task: describe an organic reaction: reactants, conditions, products, and yield Reactants: FC(C=1C=C(C(C)(C)N=C=O)C=CC1)(F)F (m-trifluoromethyl-α,α-dimethylbenzyl isocyanate), CNC1=CC=CC=C1 (N-methylaniline). Run in C1=CC=CC=C1 (benzene), C1=CC=CC=C1 (benzene). Product: FC(C=1C=C(C(C)(C)NC(N(C2=CC=CC=C2)C)=O)C=CC1)(F)F (3-(m-Trifluoromethyl-α,α-dimethylbenzyl)-1-methyl-1-phenylurea). Isolated yield 77.0%. RXN SMILES: [F:1][C:2]([F:16])([F:15])[C:3]1[CH:4]=[C:5]([CH:12]=[CH:13][CH:14]=1)[C:6]([N:9]=[C:10]=[O:11])([CH3:8])[CH3:7].[CH3:17][NH:18][C:19]1[CH:24]=[CH:23][CH:22]=[CH:21][CH:20]=1>C1C=CC=CC=1>[F:1][C:2]([F:15])([F:16])[C:3]1[CH:4]=[C:5]([CH:12]=[CH:13][CH:14]=1)[C:6]([NH:9][C:10](=[O:11])[N:18]([CH3:17])[C:19]1[CH:24]=[CH:23][CH:22]=[CH:21][CH:20]=1)([CH3:8])[CH3:7]. Procedure details: A solution of 2.3 g of m-trifluoromethyl-α,α-dimethylbenzyl isocyanate in 5 ml of benzene was added to 1.1 g of N-methylaniline in 5 ml of benzene and the mixture was heated under reflux for 2 hours. After allowing the reaction mixture to cool, the mixture was washed successively with 2N aqueous sodium hydroxide, 2N hydrochloric acid and water and dried over anhydrous sodium sulfate. The solvent was then removed by distillation and the resulting crystals were recrystallized from n-hexane to obta... Starting materials: CON=C1COC=2N=NC=CC21 (furo[2,3-c]pyridazin-5(6H)-one O-methyl oxime), ClC1=C2C(=CN=C1)OCC2=O (4-chlorofuro[2,3-c]pyridin-3(2H)-one). Yields the product CON=C1COC2=CN=CC(=C21)Cl (4-chlorofuro[2,3-c]pyridin-3(2H)-one O-methyl oxime). Reaction SMILES: [CH3:1][O:2][N:3]=C1C2C=CN=NC=2OC1.[Cl:13][C:14]1[CH:19]=[N:18][CH:17]=[C:16]2[O:20][CH2:21][C:22](=O)[C:15]=12>>[CH3:1][O:2][N:3]=[C:22]1[C:15]2[C:16](=[CH:17][N:18]=[CH:19][C:14]=2[Cl:13])[O:20][CH2:21]1. Procedure: This compound was prepared using a method analogous to that of furo[2,3-c]pyridazin-5(6H)-one O-methyl oxime (A.2.3.3), 4-chlorofuro[2,3-c]pyridin-3(2H)-one replacing furo[2,3-c]pyridazin-5(6H)-one; Starting materials: C12C(CC(CC1)C2)CC(=O)N (2-(bicyclo[2.2.1]heptan-2-yl)acetamide), CN1N=CC(=C1)C1=NC=CC(=C1)OC=1C=CC(=NC1)N (5-((2-(1-methyl-1H-pyrazol-4-yl)pyridin-4-yl)oxy)pyridin-2-amine), N1=CC=CC=C1 (pyridine), C(C(=O)Cl)(=O)Cl (oxalyl chloride). Solvent: ClCCCl (DCE), C1CCOC1 (THF). Reaction conditions: temperature 80 celsius, time 3 day. Yields the product C12C(CC(CC1)C2)CC(=O)NC(NC2=NC=C(C=C2)OC2=CC(=NC=C2)C=2C=NN(C2)C)=O (2-(bicyclo[2.2.1]heptan-2-yl)-N-((5-((2-(1-methyl-1H-pyrazol-4-yl)pyridin-4-yl)oxy)pyridin-2-yl)carbamoyl)acetamide). Yield: 82.6%. RXN SMILES: [CH:1]12[CH2:7][CH:4]([CH2:5][CH2:6]1)[CH2:3][CH:2]2[CH2:8][C:9]([NH2:11])=[O:10].C(Cl)(=O)[C:13](Cl)=[O:14].[CH3:18][N:19]1[CH:23]=[C:22]([C:24]2[CH:29]=[C:28]([O:30][C:31]3[CH:32]=[CH:33][C:34]([NH2:37])=[N:35][CH:36]=3)[CH:27]=[CH:26][N:25]=2)[CH:21]=[N:20]1.N1C=CC=CC=1>ClCCCl.C1COCC1>[CH:1]12[CH2:7][CH:4]([CH2:5][CH2:6]1)[CH2:3][CH:2]2[CH2:8][C:9]([NH:11][C:13](=[O:14])[NH:37][C:34]1[CH:33]=[CH:32][C:31]([O:30][C:28]2[CH:27]=[CH:26][N:25]=[C:24]([C:22]3[CH:21]=[N:20][N:19]([CH3:18])[CH:23]=3)[CH:29]=2)=[CH:36][N:35]=1)=[O:10]. Reported procedure: A suspension of 2-(bicyclo[2.2.1]heptan-2-yl)acetamide (0.069 g, 0.449 mmol) in DCE (3 mL) was treated with oxalyl chloride (0.039 mL, 0.449 mmol) and heated at 80° C. for 3 h. The mixture was cooled to RT, added drop wise to a solution of Example A2 (0.10 g, 0.374 mmol) and pyridine (0.151 mL, 1.871 mmol) in THF (3 mL) and stirred at RT for 3 days. The mixture was concentrated to dryness and purified via silica gel chromatography (EtOAc, MeOH/DCM). The material was treated with MeCN, the solid ...